Dataset: the Open Reaction Database (ORD), a public repository of structured organic reaction records. Task: describe an organic reaction: reactants, conditions, products, and yield The reactants are BrC1=CC(=CC2=C1NC(=N2)N2[C@@H](CN(CC2)C2=NC=CC=C2Cl)C)C(F)(F)F (7-Bromo-2-[(2R)-4-(3-chloropyridin-2-yl)-2-methylpiperazin-1-yl]-5-(trifluoromethyl)-1H-benzoimidazole), FC(C1=CC=C(C=C1)B(O)O)(F)F (4-(trifluoromethyl)phenylboronic acid). The product is ClC=1C(=NC=CC1)N1C[C@H](N(CC1)C1=NC2=C(N1)C(=CC(=C2)C(F)(F)F)C2=CC=C(C=C2)C(F)(F)F)C (2-[(2R)-4-(3 Chloro-pyridin-2-yl)-2-methyl-piperazin-1-yl]-5-trifluoromethyl-7-(4-trifluoromethyl-phenyl)-1H-benzoimidazole). Reaction SMILES: Br[C:2]1[C:7]2[NH:8][C:9]([N:11]3[CH2:16][CH2:15][N:14]([C:17]4[C:22]([Cl:23])=[CH:21][CH:20]=[CH:19][N:18]=4)[CH2:13][C@H:12]3[CH3:24])=[N:10][C:6]=2[CH:5]=[C:4]([C:25]([F:28])([F:27])[F:26])[CH:3]=1.[F:29][C:30]([F:41])([F:40])[C:31]1[CH:36]=[CH:35][C:34](B(O)O)=[CH:33][CH:32]=1>>[Cl:23][C:22]1[C:17]([N:14]2[CH2:15][CH2:16][N:11]([C:9]3[NH:8][C:7]4[C:2]([C:34]5[CH:35]=[CH:36][C:31]([C:30]([F:41])([F:40])[F:29])=[CH:32][CH:33]=5)=[CH:3][C:4]([C:25]([F:27])([F:28])[F:26])=[CH:5][C:6]=4[N:10]=3)[C@H:12]([CH3:24])[CH2:13]2)=[N:18][CH:19]=[CH:20][CH:21]=1. Reported procedure: 7-Bromo-2-[(2R)-4-(3-chloropyridin-2-yl)-2-methylpiperazin-1-yl]-5-(trifluoromethyl)-1H-benzoimidazole (95 mg, 0.2 mmol, Example 77) and 4-(trifluoromethyl)phenylboronic acid (47 mg, 0.25 mmol, Aldrich) reacted under the conditions of Example 51a to give the title compound as a white amorphous solid. MS (ESI, pos. ion) m/z: 515 (M+1). The reactants are N1C=NC2=C1C=CC(=C2)N2C(CC(C2C2=CC=C(C=C2)C2CCC(CC2)=O)=O)=O (1-(1H-benzo[d]imidazol-5-yl)-5-(4-(4-oxocyclohexyl)phenyl)pyrrolidine-2,4-dione), S(=O)(Cl)Cl (thionyl chloride), C(=O)(C(F)(F)F)O (TFA). The product is N1C=NC2=C1C=CC(=C2)N2C(C=C(C2C2=CC=C(C=C2)C2CCC(CC2)=O)OC)=O (1-(1H-Benzo[d]imidazol-5-yl)-5-(4-(4-oxocyclohexyl)phenyl)-4-methoxy-1H-pyrrol-2(5H)-one). As a reaction SMILES: [NH:1]1[C:5]2[CH:6]=[CH:7][C:8]([N:10]3[CH:14]([C:15]4[CH:20]=[CH:19][C:18]([CH:21]5[CH2:26][CH2:25][C:24](=[O:27])[CH2:23][CH2:22]5)=[CH:17][CH:16]=4)[C:13](=[O:28])[CH2:12][C:11]3=[O:29])=[CH:9][C:4]=2[N:3]=[CH:2]1.S(Cl)(Cl)=O.[C:34](O)(C(F)(F)F)=O>>[NH:1]1[C:5]2[CH:6]=[CH:7][C:8]([N:10]3[CH:14]([C:15]4[CH:16]=[CH:17][C:18]([CH:21]5[CH2:26][CH2:25][C:24](=[O:27])[CH2:23][CH2:22]5)=[CH:19][CH:20]=4)[C:13]([O:28][CH3:34])=[CH:12][C:11]3=[O:29])=[CH:9][C:4]=2[N:3]=[CH:2]1. Reported procedure: The compound was synthesized starting from 1-(1H-benzo[d]imidazol-5-yl)-5-(4-(4-oxocyclohexyl)phenyl)pyrrolidine-2,4-dione (1.5 g, 3.87 mmol) and thionyl chloride (1.1 g, 9.1 mmol) according to method 6 described above. The compound was further treated with TFA (5 ml) at room temperature for 1 h. The volatiles were evaporated and the residue was partitioned between sodium bicarbonate solution and MeOH/CHCl3 (5/95). The organic layer was washed with brine, dried over Na2SO4 and evaporated. The re... Starting materials: C(C(=O)Cl)(=O)Cl (Oxalyl chloride), N1=CC=C(C=C1)C1N(CCNC1)C1=CC=C(C(=O)O)C=C1 (4-((4-pyridyl)piperazin-1-yl)benzoic acid). The reagents and catalysts are CN(C)C=O (DMF). The solvent is ClCCl (dichloromethane). Conditions: time 2 hour. Product: N1=CC=C(C=C1)C1N(CCNC1)C1=CC=C(C(=O)Cl)C=C1 (4-[(4-pyridyl)piperazin-1-yl]benzoyl chloride). As a reaction SMILES: [C:1](Cl)(=O)[C:2]([Cl:4])=[O:3].[N:7]1[CH:12]=[CH:11][C:10]([CH:13]2[CH2:18][NH:17][CH2:16][CH2:15][N:14]2[C:19]2[CH:27]=[CH:26]C(C(O)=O)=[CH:21][CH:20]=2)=[CH:9][CH:8]=1>ClCCl.CN(C=O)C>[N:7]1[CH:8]=[CH:9][C:10]([CH:13]2[CH2:18][NH:17][CH2:16][CH2:15][N:14]2[C:19]2[CH:27]=[CH:26][C:1]([C:2]([Cl:4])=[O:3])=[CH:21][CH:20]=2)=[CH:11][CH:12]=1. Procedure: Oxalyl chloride (0.5 ml) was added to a stirred suspension of 4-((4-pyridyl)piperazin-1-yl)benzoic acid in dichloromethane (15 ml), followed by DMF (1 drop). The mixture was stirred for 2 hours and evaporated to dryness to give 4-[(4-pyridyl)piperazin-1-yl]benzoyl chloride which was used immediately. Reactants: Cl, O=C([O-])C(O)(C(F)(F)F)C(F)(F)F, [Na+], [Na+], [Na+], O=C([O-])[O-], O. Yields the product O=C(C(F)(F)F)C(F)(F)F, O. As a reaction SMILES: [Cl:21].[F:1][C:2]([C:3]([C:4](=[O:5])[O-:6])([OH:7])[C:8]([F:9])([F:10])[F:11])([F:12])[F:13].[Na+:14].[Na+:15].[Na+:16].[O-:17][C:18](=[O:19])[O-:20].[OH2:22]>>[F:1][C:2]([C:3](=[O:7])[C:8]([F:9])([F:10])[F:11])([F:12])[F:13].[OH2:5]. Reactants: FC(C(C(C(F)(F)F)(F)F)(F)F)(F)SC(C(C(C(F)(F)F)(F)F)(F)F)(F)F (bis(perfluoro-n-butyl) sulfide), [(CF3)2CF]2CCF2CF3, O (water), FC(=C(F)F)F (tetrafluoroethylene). Run in [(CF3)2CF]2C. Conditions: temperature -20 celsius. The product is FC(C(C(C(F)(F)F)(F)F)(F)F)(F)SC(C(C(C(F)(F)F)(F)F)(F)F)(F)F.O (Bis(perfluoro-n-butyl) Sulfide H2O). Yield: 100.0%. RXN SMILES: [F:1][C:2]([S:14][C:15]([F:27])([F:26])[C:16]([F:25])([F:24])[C:17]([F:23])([F:22])[C:18]([F:21])([F:20])[F:19])([F:13])[C:3]([F:12])([F:11])[C:4]([F:10])([F:9])[C:5]([F:8])([F:7])[F:6].FC(F)=C(F)F.[OH2:34]>>[F:13][C:2]([S:14][C:15]([F:26])([F:27])[C:16]([F:24])([F:25])[C:17]([F:22])([F:23])[C:18]([F:19])([F:20])[F:21])([F:1])[C:3]([F:12])([F:11])[C:4]([F:10])([F:9])[C:5]([F:8])([F:7])[F:6].[OH2:34] |f:3.4|. Procedure details: A 400-mL pressure vessel was loaded with 100 ml of deionized water and 10 mL of bis(perfluoro-n-butyl) sulfide containing 0.2 ml of ~15% [(CF3)2CF]2CCF2CF3 radical in [(CF3)2CF]2C=CFCF3 precursor (K. Scherer et al., J. Am. Chem. Soc., 1985, 107, 718). The pressure vessel was then chilled and maintained around -20° C. while pulling the air off with a vacuum pump and finally adding 50 g of tetrafluoroethylene. Polymerization set in during warm up, exotherming from 464 psi at 63° C. to 456 psi at 9... Starting materials: [Cl-].[Ce+3].[Cl-].[Cl-] (cerium(III)chloride), C(C)(C)OC1=CC=C(OC=2SC(=CN2)/C=C/C(C)=O)C=C1 ((3E)-4-[2-(4-isopropoxyphenoxy)-1,3-thiazol-5-yl]but-3-en-2-one), [BH4-].[Na+] (sodium borohydride). Run in CO (methanol). Reaction conditions: time 15 minute. Product: C(C)(C)OC1=CC=C(OC=2SC(=CN2)/C=C/C(C)O)C=C1 ((3E)-4-[2-(4-isopropoxyphenoxy)-1,3-thiazol-5-yl]but-3-en-2-ol). Reaction SMILES: [CH:1]([O:4][C:5]1[CH:21]=[CH:20][C:8]([O:9][C:10]2[S:11][C:12](/[CH:15]=[CH:16]/[C:17](=[O:19])[CH3:18])=[CH:13][N:14]=2)=[CH:7][CH:6]=1)([CH3:3])[CH3:2].[Cl-].[Ce+3].[Cl-].[Cl-].[BH4-].[Na+]>CO>[CH:1]([O:4][C:5]1[CH:21]=[CH:20][C:8]([O:9][C:10]2[S:11][C:12](/[CH:15]=[CH:16]/[CH:17]([OH:19])[CH3:18])=[CH:13][N:14]=2)=[CH:7][CH:6]=1)([CH3:2])[CH3:3] |f:1.2.3.4,5.6|. Procedure: To a suspension of the product from Example 7C (1.4 g 4.6 mmole) in methanol (45 mL) at 0° C. was added a methanolic solution of 0.4 M cerium(III)chloride (13.8 mL, 5.5 mmole) followed by portion-wise addition of sodium borohydride (175 mg, 4.6 mmole). The reaction mixture was allowed to warm up to room temperature, stirred at room temperature for 15 minutes and quenched with acetone for 30 minutes. The reaction mixture was diluted with ethyl acetate and washed with water (×2) and brine. The rea... Starting materials: CCN=C=NCCCN(C)C, Cn1ccc(N)n1, COc1ccccc1OC1=CC(=O)N(C(CC2CCCCC2)C(=O)Nc2ccn(CC(C)(C)O)n2)C1, ClCCl, On1nnc2ccccc21. Product: COc1ccccc1OC1=CC(=O)N(C(CC2CCCCC2)C(=O)Nc2ccn(C)n2)C1. As a reaction SMILES: [CH3:37][N:38]([CH3:39])[CH2:40][CH2:41][CH2:42][N:43]=[C:44]=[N:45][CH2:46][CH3:47].[CH3:58][n:59]1[cH:60][cH:61][c:62]([NH2:63])[n:64]1.[CH:1]1([CH2:7][CH:8]([C:9](=[O:10])[NH:11][c:12]2[n:13][n:14]([CH2:17][C:18]([OH:19])([CH3:20])[CH3:21])[cH:15][cH:16]2)[N:22]2[C:23](=[O:36])[CH:24]=[C:25]([O:27][c:28]3[c:29]([O:34][CH3:35])[cH:30][cH:31][cH:32][cH:33]3)[CH2:26]2)[CH2:2][CH2:3][CH2:4][CH2:5][CH2:6]1.[Cl:65][CH2:66][Cl:67].[OH:48][n:49]1[c:50]2[cH:51][cH:52][cH:53][cH:54][c:55]2[n:56][n:57]1>>[CH:1]1([CH2:7][CH:8]([C:9](=[O:10])[NH:11][c:12]2[n:13][n:14]([CH3:17])[cH:15][cH:16]2)[N:22]2[C:23](=[O:36])[CH:24]=[C:25]([O:27][c:28]3[c:29]([O:34][CH3:35])[cH:30][cH:31][cH:32][cH:33]3)[CH2:26]2)[CH2:2][CH2:3][CH2:4][CH2:5][CH2:6]1.